From a dataset of the Open Reaction Database (ORD), a public repository of structured organic reaction records. describe an organic reaction: reactants, conditions, products, and yield Starting materials: C(#N)C=1C=CC2=C(S(C3=C(C=C2)C=CC=C3)(=O)=O)C1 (3-cyano-dibenzo[b,f]thiepin-5,5-dioxide), C(=O)O (formic acid). The solvent is O (water). Run at time 3 hour. Yields the product C1=CC(=CC=2S(C3=C(C=CC21)C=CC=C3)(=O)=O)C=O (Dibenzo[b,f]thiepin-3-carboxaldehyde 5,5-dioxide). Reaction SMILES: [C:1]([C:3]1[CH:4]=[CH:5][C:6]2[CH:12]=[CH:11][C:10]3[CH:13]=[CH:14][CH:15]=[CH:16][C:9]=3[S:8](=[O:18])(=[O:17])[C:7]=2[CH:19]=1)#N.C(O)=[O:21]>O>[CH:5]1[C:6]2[CH:12]=[CH:11][C:10]3[CH:13]=[CH:14][CH:15]=[CH:16][C:9]=3[S:8](=[O:18])(=[O:17])[C:7]=2[CH:19]=[C:3]([CH:1]=[O:21])[CH:4]=1. Procedure: Mix 267 mg (1 mmole) 3-cyano-dibenzo[b,f]thiepin-5,5-dioxide with Raney allowy (500 mg) and a mixture of 4 ml formic acid and 1 ml water at the reflux temperature. After 3 hours, add 200 mg additional Raney alloy and heat for one hour to obtain complete reduction. Filter the reaction mixture while hot to remove the alloy, and wash with ethyl acetate to remove any occluded solvent. Wash the organic layer containing the product with water and with saturated sodium chloride solution. Separate the o... Starting materials: ClC1=C(C(=CC=C1C)F)C(C)=O (2′-chloro-6′-fluoro-3′-methylacetophenone), C[O-].[Na+] (sodium methoxide), C(C(=O)OC)(=O)OC (dimethyl oxalate). The solvent is CO (methanol), CO (methanol). Run at time 30 minute. Yields the product ClC1=C(C(=CC=C1C)F)C(\C=C(\C(=O)OC)/O)=O ((Z)-methyl 4-(2-chloro-6-fluoro-3-methylphenyl)-2-hydroxy-4-oxobut-2-enoate), needles. Yield: 47.0%. Reaction SMILES: [Cl:1][C:2]1[C:7]([CH3:8])=[CH:6][CH:5]=[C:4]([F:9])[C:3]=1[C:10](=[O:12])[CH3:11].C[O-].[Na+].[C:16](OC)(=[O:21])[C:17]([O:19][CH3:20])=[O:18]>CO>[Cl:1][C:2]1[C:7]([CH3:8])=[CH:6][CH:5]=[C:4]([F:9])[C:3]=1[C:10](=[O:12])/[CH:11]=[C:16](\[OH:21])/[C:17]([O:19][CH3:20])=[O:18] |f:1.2|. Procedure: 2′-chloro-6′-fluoro-3′-methylacetophenone (1.00 g, 5.36 mmol) was dissolved in 2.0 mL anhydrous methanol under N2 and subjected to the addition of 25% sodium methoxide in methanol (2.2 equiv, 11.8 mmol, 2.7 mL) via syringe. The nearly colorless solution was stirred for 30 min and then dimethyl oxalate (2.2 equiv, 11.8 mmol, 1.39 g) was added. The cloudy white mixture was stirred at 30° C. After 15 h, the cloudy white mixture was quenched with 2.0 mL 2 M HCl(aq) and extracted with 3×10 mL EtOAc. ... Starting materials: BrCC(=O)OC(C)(C)C (t-Butyl bromoacetate), C(C1=CC=CC=C1)OC(=O)NC1=CC=C(C=C1)O (4-benzyloxycarbonylaminophenol), C([O-])([O-])=O.[K+].[K+] (potassium carbonate). Run in CC(=O)C (acetone). Conditions: time 8 hour. Product: C(C1=CC=CC=C1)OC(=O)NC1=CC=C(OCC(=O)OC(C)(C)C)C=C1 (t-butyl 4-benzyloxycarbonylaminophenoxyacetate). Reaction SMILES: Br[CH2:2][C:3]([O:5][C:6]([CH3:9])([CH3:8])[CH3:7])=[O:4].[CH2:10]([O:17][C:18]([NH:20][C:21]1[CH:26]=[CH:25][C:24]([OH:27])=[CH:23][CH:22]=1)=[O:19])[C:11]1[CH:16]=[CH:15][CH:14]=[CH:13][CH:12]=1.C(=O)([O-])[O-].[K+].[K+]>CC(C)=O>[CH2:10]([O:17][C:18]([NH:20][C:21]1[CH:22]=[CH:23][C:24]([O:27][CH2:2][C:3]([O:5][C:6]([CH3:9])([CH3:8])[CH3:7])=[O:4])=[CH:25][CH:26]=1)=[O:19])[C:11]1[CH:12]=[CH:13][CH:14]=[CH:15][CH:16]=1 |f:2.3.4|. Reported procedure: t-Butyl bromoacetate (15.5 ml) was added dropwise over 10 minutes to a mixture of the product of step (a) (21 g), anhydrous potassium carbonate (20 g) and acetone (450 ml). On completion of the addition the reaction mixture was stirred at ambient temperature overnight. Insoluble material was removed by filtration and the filtrate was evaporated to dryness. The solid residue was crystallised from ethyl acetate to give t-butyl 4-benzyloxycarbonylaminophenoxyacetate (25.1 g) as a white solid: m.p. ... The reactants are C(C)(=O)C1=C(C(=C(OCC2=NC(=NO2)CC=2C=C(C(=O)O)C=CC2)C=C1)C)O (3-[5-(4-acetyl-3-hydroxy-2-methyl-phenoxymethyl)-[1,2,4]oxadiazol-3-ylmethyl]-benzoic acid), OC1=C(C=CC(=C1C)OCC1=NC(=NO1)CC1=CC=C(C=C1)I)C(C)=O (1-{2-hydroxy-4-[3-(4-iodo-benzyl)-[1,2,4]oxadiazol-5-ylmethoxy]-3-methyl-phenyl}-ethanone). The product is C(C)(=O)C1=C(C(=C(OCC2=NC(=NO2)CC2=CC=C(C(=O)O)C=C2)C=C1)C)O (4-[5-(4-acetyl-3-hydroxy-2-methyl-phenoxymethyl)-[1,2,4]oxadiazol-3-ylmethyl]-benzoic acid). Reaction SMILES: C(C1C=CC(OCC2ON=C(CC3C=C(C=CC=3)[C:19]([OH:21])=[O:20])N=2)=C(C)C=1O)(=O)C.[OH:29][C:30]1[C:35]([CH3:36])=[C:34]([O:37][CH2:38][C:39]2[O:43][N:42]=[C:41]([CH2:44][C:45]3[CH:50]=[CH:49][C:48](I)=[CH:47][CH:46]=3)[N:40]=2)[CH:33]=[CH:32][C:31]=1[C:52](=[O:54])[CH3:53]>>[C:52]([C:31]1[CH:32]=[CH:33][C:34]([O:37][CH2:38][C:39]2[O:43][N:42]=[C:41]([CH2:44][C:45]3[CH:50]=[CH:49][C:48]([C:19]([OH:21])=[O:20])=[CH:47][CH:46]=3)[N:40]=2)=[C:35]([CH3:36])[C:30]=1[OH:29])(=[O:54])[CH3:53]. Procedure: The title compound is prepared essentially as described for 3-[5-(4-acetyl-3-hydroxy-2-methyl-phenoxymethyl)-[1,2,4]oxadiazol-3-ylmethyl]-benzoic acid, employing 1-{2-hydroxy-4-[3-(4-iodo-benzyl)-[1,2,4]oxadiazol-5-ylmethoxy]-3-methyl-phenyl}-ethanone. 1H NMR (DMSO-d6) δ 12.84 (s, 1H), 12.80 (s, 1H), 7.86 (m. 2H), 7.78 (d, 1H), 7.38 (d, 2H), 6.67 (d, 1H), 5.60 (s, 2H), 4.19 (s, 2H), 2.55 (s, 3H), 1.99 (s, 3H). LC-MS (m/e): 381 (M−1).